Dataset: the Open Reaction Database (ORD), a public repository of structured organic reaction records. Task: describe an organic reaction: reactants, conditions, products, and yield Reactants: CS(C)=O, CCN(C(C)C)C(C)C, CC(O)C1CCC(NC(=O)c2cc(C(F)(F)F)ccc2Cl)CC1, ClCCl, O=S(=O)=O, c1ccncc1. Product: CC(=O)C1CCC(NC(=O)c2cc(C(F)(F)F)ccc2Cl)CC1. Reaction SMILES: [CH3:46][S:47]([CH3:48])=[O:49].[CH:24]([N:25]([CH2:26][CH3:27])[CH:28]([CH3:29])[CH3:30])([CH3:31])[CH3:32].[Cl:1][c:2]1[c:3]([C:4](=[O:5])[NH:6][CH:7]2[CH2:8][CH2:9][CH:10]([CH:13]([CH3:14])[OH:15])[CH2:11][CH2:12]2)[cH:16][c:17]([C:20]([F:21])([F:22])[F:23])[cH:18][cH:19]1.[Cl:43][CH2:44][Cl:45].[S:39](=[O:40])(=[O:41])=[O:42].[n:33]1[cH:34][cH:35][cH:36][cH:37][cH:38]1>>[Cl:1][c:2]1[c:3]([C:4](=[O:5])[NH:6][CH:7]2[CH2:8][CH2:9][CH:10]([C:13]([CH3:14])=[O:15])[CH2:11][CH2:12]2)[cH:16][c:17]([C:20]([F:21])([F:22])[F:23])[cH:18][cH:19]1. Product: COc1cc(C=C(C#N)c2ccc(C(F)(F)F)nc2)ccc1O. RXN SMILES: [CH2:25]1[CH2:26][CH2:27][NH:28][CH2:29][CH2:30]1.[CH3:31][CH2:32][OH:33].[F:12][C:13]([c:14]1[cH:15][cH:16][c:17]([CH2:20][C:21]#[N:22])[cH:18][n:19]1)([F:23])[F:24].[O:1]=[CH:2][c:3]1[cH:4][c:5]([O:6][CH3:7])[c:8]([OH:9])[cH:10][cH:11]1>>[CH:2]([c:3]1[cH:4][c:5]([O:6][CH3:7])[c:8]([OH:9])[cH:10][cH:11]1)=[C:20]([c:17]1[cH:16][cH:15][c:14]([C:13]([F:12])([F:23])[F:24])[n:19][cH:18]1)[C:21]#[N:22]. Starting materials: C1CCNCC1, CCO, N#CCc1ccc(C(F)(F)F)nc1, COc1cc(C=O)ccc1O. Starting materials: BrCC1=C(C(=CC=C1)I)CBr (1,2-Bis-bromomethyl-3-iodo-benzene), C1(=CC=CC=C1)C(C1=CC=CC=C1)(C1=CC=CC=C1)N (triphenylmethylamine). Product: IC1=C2CN(CC2=CC=C1)C(C1=CC=CC=C1)(C1=CC=CC=C1)C1=CC=CC=C1 (4-Iodo-2-trityl-2,3-dihydro-1H-isoindole). RXN SMILES: Br[CH2:2][C:3]1[CH:8]=[CH:7][CH:6]=[C:5]([I:9])[C:4]=1[CH2:10]Br.[C:12]1([C:18]([NH2:31])([C:25]2[CH:30]=[CH:29][CH:28]=[CH:27][CH:26]=2)[C:19]2[CH:24]=[CH:23][CH:22]=[CH:21][CH:20]=2)[CH:17]=[CH:16][CH:15]=[CH:14][CH:13]=1>>[I:9][C:5]1[CH:6]=[CH:7][CH:8]=[C:3]2[C:4]=1[CH2:10][N:31]([C:18]([C:12]1[CH:17]=[CH:16][CH:15]=[CH:14][CH:13]=1)([C:25]1[CH:26]=[CH:27][CH:28]=[CH:29][CH:30]=1)[C:19]1[CH:20]=[CH:21][CH:22]=[CH:23][CH:24]=1)[CH2:2]2. Procedure details: Prepared in analogy to Example A2(b) from 1,2-Bis-bromomethyl-3-iodo-benzene and triphenylmethylamine. White solid. Starting materials: C(F)(F)(F)C=1C=C(C=CC1)O (m-CF3C6H4OH), C(Cl)C1CO1 (epichlorohydrin), C(=O)([O-])[O-].[K+].[K+] (K2CO3). As a reaction SMILES: [C:1]([C:5]1[CH:6]=[C:7]([OH:11])[CH:8]=[CH:9][CH:10]=1)([F:4])([F:3])[F:2].[CH2:12]([CH:14]1[O:16][CH2:15]1)[Cl:13].C([O-])([O-])=O.[K+].[K+]>>[Cl:13][CH2:12][CH:14]([OH:16])[CH2:15][O:11][C:7]1[CH:8]=[CH:9][CH:10]=[C:5]([C:1]([F:3])([F:2])[F:4])[CH:6]=1 |f:2.3.4|. Procedure details: A mixture of m-CF3C6H4OH (48.6 g, 0.30 mol), epichlorohydrin (138.8 g, 1.50 mol) and K2CO3 (20.7 g, 0.15 mol) was stirred at 70° C. for 2 h. Epichlorohydrin was evaporated in vacuo. Water (250 mL) was added and the resulting mixture was extracted with CH2Cl2 (2×50 mL). The combined organic extract was stirred with 32% HCl (50 mL) for 0.5 h at rt. The organic layer separated, dried over Na2SO4, filtered and concentrated in vacuo to give 76.2 g of crude 1-chloro-3-[3-(trifluoromethyl)phenoxy]-2-pr... Conditions: temperature 70 celsius, time 2 hour. Yields the product ClCC(COC1=CC(=CC=C1)C(F)(F)F)O (1-chloro-3-[3-(trifluoromethyl)phenoxy]-2-propanol). Isolated yield 99.8%. The reactants are Cl (HCl), [13C6]-Benzene, ClC1=C(C(=O)Cl)C=C(C=C1)[N+](=O)[O-] (2-chloro-5-nitrobenzoic acid chloride), [Al+3].[Cl-].[Cl-].[Cl-] (AlCl3). Solvent: ClCCl (dichloromethane). Reaction conditions: time 24 hour. The product is C(C1=CC=CC=C1)(=O)C1=CC=CC=C1 (benzophenone). Reaction SMILES: Cl[C:2]1[CH:10]=[CH:9][C:8]([N+]([O-])=O)=[CH:7][C:3]=1[C:4](Cl)=[O:5].[Al+3].[Cl-].[Cl-].[Cl-].Cl>ClCCl>[C:4]([C:2]1[CH:10]=[CH:9][CH:8]=[CH:7][CH:3]=1)(=[O:5])[C:3]1[CH:7]=[CH:8][CH:9]=[CH:10][CH:2]=1 |f:1.2.3.4|. Reported procedure: [13C6]-Benzene (0.6 g, 7.1 mmol) was added to a solution of 2-chloro-5-nitrobenzoic acid chloride (3.13 g, 14.3 mmol) in 50 mL of dichloromethane. The mixture was cooled to 0-5° C. before AlCl3 (2.29 g, 17.2 mmol) was added in slowly. Upon completion of the addition, the mixture was allowed to reach room temperature, and stirring was continued for 24 h. The deep-red solution was treated with HCl and ice, and the resulting aqueous phase was extracted with ether. The combined organic extracts were... The reactants are C1(CCC2=CC=CC=C12)=O (Indan-1-one), S1C=C(C=C1)C=O (thiophene-3-carboxaldehyde), N1CCCCC1 (piperidine). The solvent is IMS, C(C)(=O)O (acetic acid). The product is S1C=C(C=C1)C=C1C(C2=CC=CC=C2C1)=O (2-(3-thienyl)methyleneindan-1-one). RXN SMILES: [C:1]1(=[O:10])[C:9]2[C:4](=[CH:5][CH:6]=[CH:7][CH:8]=2)[CH2:3][CH2:2]1.[S:11]1[CH:15]=[CH:14][C:13]([CH:16]=O)=[CH:12]1.N1CCCCC1>C(O)(=O)C>[S:11]1[CH:15]=[CH:14][C:13]([CH:16]=[C:2]2[CH2:3][C:4]3[C:9](=[CH:8][CH:7]=[CH:6][CH:5]=3)[C:1]2=[O:10])=[CH:12]1. Reported procedure: Indan-1-one (3.30 g), thiophene-3-carboxaldehyde (2.60 ml), acetic acid (0.47 ml) and piperidine (0.57 ml) were heated together on a steam-bath for 16 hours. The mixture was cooled to give a solid mass which was boiled with IMS (120 ml) and hot filtered to remove insoluble material. The filtrate was cooled in ice to precipitate a brown solid which was collected by filtration and dried to give 2-(3-thienyl)methyleneindan-1-one, m.p. 137-13 8° C. Reactants: solution, B(Br)(Br)Br (boron tribromide), C1=C(C=CC2=CC=CC=C12)CCCCC1=C(C=CC=C1)OCC1=CC=CC=C1 (4-(2-naphthyl)-1-(2-benzyloxyphenyl)butane). The solvent is C(Cl)Cl (methylene chloride), C(Cl)Cl (methylene chloride), C(Cl)Cl (methylene chloride). The product is C1=C(C=CC2=CC=CC=C12)CCCCC1=C(C=CC=C1)O (2-[4-(2-Naphthyl)butyl]phenol). Isolated yield 78.0%. Reaction SMILES: [CH:1]1[C:10]2[C:5](=[CH:6][CH:7]=[CH:8][CH:9]=2)[CH:4]=[CH:3][C:2]=1[CH2:11][CH2:12][CH2:13][CH2:14][C:15]1[CH:20]=[CH:19][CH:18]=[CH:17][C:16]=1[O:21]CC1C=CC=CC=1.B(Br)(Br)Br>C(Cl)Cl>[CH:1]1[C:10]2[C:5](=[CH:6][CH:7]=[CH:8][CH:9]=2)[CH:4]=[CH:3][C:2]=1[CH2:11][CH2:12][CH2:13][CH2:14][C:15]1[CH:20]=[CH:19][CH:18]=[CH:17][C:16]=1[OH:21]. Procedure: The whole of this 4-(2-naphthyl)-1-(2-benzyloxyphenyl)butane was dissolved in 20 ml of methylene chloride, and 9.5 ml of a 1M solution of boron tribromide in methylene chloride were added, whilst ice-cooling and stirring, to the solution. The resulting mixture was then stirred at the same temperature for 1 hour. At the end of this time, the reaction mixture was diluted with methylene chloride, washed with water, dried over anhydrous sodium sulfate, and concentrated by evaporation under reduced p...